The task is: describe an organic reaction: reactants, conditions, products, and yield. This data is from the Open Reaction Database (ORD), a public repository of structured organic reaction records. Reactants: Cc1cc(-c2cc(C(F)(F)F)nc(-n3cnc(-c4ccc(S(=O)(=O)NC(C)(C)C)s4)c3)n2)ccc1C(F)(F)F, ClCCl, O=C(O)C(F)(F)F. Product: Cc1cc(-c2cc(C(F)(F)F)nc(-n3cnc(-c4ccc(S(N)(=O)=O)s4)c3)n2)ccc1C(F)(F)F. Reaction SMILES: [C:1]([CH3:2])([CH3:3])([CH3:4])[NH:5][S:6](=[O:7])(=[O:8])[c:9]1[s:10][c:11](-[c:14]2[n:15][cH:16][n:17](-[c:19]3[n:20][c:21]([C:36]([F:37])([F:38])[F:39])[cH:22][c:23](-[c:25]4[cH:26][c:27]([CH3:35])[c:28]([C:31]([F:32])([F:33])[F:34])[cH:29][cH:30]4)[n:24]3)[cH:18]2)[cH:12][cH:13]1.[Cl:47][CH2:48][Cl:49].[F:40][C:41]([F:42])([F:43])[C:44]([OH:45])=[O:46]>>[NH2:5][S:6](=[O:7])(=[O:8])[c:9]1[s:10][c:11](-[c:14]2[n:15][cH:16][n:17](-[c:19]3[n:20][c:21]([C:36]([F:37])([F:38])[F:39])[cH:22][c:23](-[c:25]4[cH:26][c:27]([CH3:35])[c:28]([C:31]([F:32])([F:33])[F:34])[cH:29][cH:30]4)[n:24]3)[cH:18]2)[cH:12][cH:13]1. Reactants: COC(=O)C(CCC1OCCO1)c1c(-c2ccc(C)cc2)nc2ccc(C)cn12, CC(C)=O, Cl. Yields the product COC(=O)C(CCC=O)c1c(-c2ccc(C)cc2)nc2ccc(C)cn12. Reaction SMILES: [CH3:1][O:2][C:3]([CH:4]([CH2:5][CH2:6][CH:7]1[O:8][CH2:11][CH2:10][O:9]1)[c:12]1[c:13](-[c:22]2[cH:23][cH:24][c:25]([CH3:28])[cH:26][cH:27]2)[n:14][c:15]2[n:16]1[cH:17][c:18]([CH3:21])[cH:19][cH:20]2)=[O:29].[CH3:31][C:32](=[O:33])[CH3:34].[ClH:30]>>[CH3:1][O:2][C:3]([CH:4]([CH2:5][CH2:6][CH:7]=[O:8])[c:12]1[c:13](-[c:22]2[cH:23][cH:24][c:25]([CH3:28])[cH:26][cH:27]2)[n:14][c:15]2[n:16]1[cH:17][c:18]([CH3:21])[cH:19][cH:20]2)=[O:29]. Reactants: C(C(=C)C)(=O)OCCC[Si](OC)(OC)OC (γ-methacryloxypropyltrimethoxysilane), C(C)(=O)O[Si](O[Si](O[Si](C)(C)C)(O[Si](C)(C)C)OC(C)=O)(O[Si](C)(C)C)O[Si](C)(C)C (1,3-Bis(acetoxy)-1,1,3,3-TETRA(trimethylsiloxy)disiloxane), C(C)(=O)O[Si](O[Si](C)(C)C)(C)C (acetoxypentamethyldisiloxane). The product is C(C(=C)C)(=O)OCCC[Si](O[Si](O[Si](O[Si]([Si](O[Si](C)(C)C)(C)C)([Si](O[Si](C)(C)C)(C)C)CCCOC(C(=C)C)=O)(O[Si](C)(C)C)O[Si](C)(C)C)(O[Si](C)(C)C)O[Si](C)(C)C)([Si](O[Si](C)(C)C)(C)C)[Si](O[Si](C)(C)C)(C)C (1,7-Bis(γ-methacryloxypropyl)-1,1,7,7-TETRA (Pentamethyldisiloxanyl)-3,3,5,5-TETRA (Trimethylsiloxy)Tetrasiloxane). As a reaction SMILES: [C:1]([O:6][CH2:7][CH2:8][CH2:9][Si:10](OC)(OC)OC)(=[O:5])[C:2]([CH3:4])=[CH2:3].C([O:20][Si:21]([O:43][Si:44]([CH3:47])([CH3:46])[CH3:45])([O:38][Si:39]([CH3:42])([CH3:41])[CH3:40])[O:22][Si:23]([O:34]C(=O)C)([O:29][Si:30]([CH3:33])([CH3:32])[CH3:31])O[Si](C)(C)C)(=O)C.C(O[Si:52]([CH3:59])([CH3:58])[O:53][Si:54]([CH3:57])([CH3:56])[CH3:55])(=O)C>>[C:1]([O:6][CH2:7][CH2:8][CH2:9][Si:10]([Si:52]([CH3:58])([CH3:59])[O:53][Si:54]([CH3:55])([CH3:56])[CH3:57])([Si:52]([CH3:59])([CH3:58])[O:53][Si:54]([CH3:57])([CH3:56])[CH3:55])[O:34][Si:23]([O:29][Si:30]([CH3:33])([CH3:32])[CH3:31])([O:29][Si:30]([CH3:31])([CH3:32])[CH3:33])[O:22][Si:21]([O:38][Si:39]([CH3:40])([CH3:41])[CH3:42])([O:43][Si:44]([CH3:45])([CH3:46])[CH3:47])[O:20][Si:10]([CH2:9][CH2:8][CH2:7][O:6][C:1](=[O:5])[C:2]([CH3:4])=[CH2:3])([Si:52]([CH3:59])([CH3:58])[O:53][Si:54]([CH3:57])([CH3:56])[CH3:55])[Si:52]([CH3:59])([CH3:58])[O:53][Si:54]([CH3:57])([CH3:56])[CH3:55])(=[O:5])[C:2]([CH3:4])=[CH2:3]. Procedure: This monomer was prepared in a manner similar to that described in Example 1. The reactants were γ-methacryloxypropyltrimethoxysilane (2 moles), 1,3-Bis(acetoxy)-1,1,3,3-TETRA(trimethylsiloxy)disiloxane (1 mole) and acetoxypentamethyldisiloxane (4 moles). This material is designated SM-16. The reactants are C(C)(=O)OCC (ethyl acetate), FC1=CC=C2C(=NNC2=C1)I (6-fluoro-3-iodo-1H-indazole), BrCCCNC(OC)=O (methyl (3-bromopropyl)carbamate), C([O-])([O-])=O.[K+].[K+] (potassium carbonate). The solvent is CN(C=O)C (N,N-dimethylformamide). Run at time 3 day. Product: FC1=CC=C2C(=NN(C2=C1)CCCNC(OC)=O)I (methyl [3-(6-fluoro-3-iodo-1H-indazol-1-yl)propyl]carbamate). The yield is 38.7%. Reaction SMILES: [F:1][C:2]1[CH:10]=[C:9]2[C:5]([C:6]([I:11])=[N:7][NH:8]2)=[CH:4][CH:3]=1.Br[CH2:13][CH2:14][CH2:15][NH:16][C:17](=[O:20])[O:18][CH3:19].C(=O)([O-])[O-].[K+].[K+].C(OCC)(=O)C>CN(C)C=O>[F:1][C:2]1[CH:10]=[C:9]2[C:5]([C:6]([I:11])=[N:7][N:8]2[CH2:13][CH2:14][CH2:15][NH:16][C:17](=[O:20])[O:18][CH3:19])=[CH:4][CH:3]=1 |f:2.3.4|. Reported procedure: to a solution of 6-fluoro-3-iodo-1H-indazole (1.5 g) and methyl (3-bromopropyl)carbamate (1.68 g) in N,N-dimethylformamide (5 mL) was added potassium carbonate (1.58 g), and the mixture was stirred at room temperature for 3 days. To the reaction solution was added ethyl acetate, and the mixture was washed with aqueous saturated sodium chloride solution, dried over magnesium sulfate, and then concentrated under reduced pressure. The resulting residue was purified by silica gel column chromatograp... The reactants are S(C)(=O)(=O)O.F[C@H]1C[C@H](N(C1)C(CN[C@H]1C[C@H](CC1)CN1N=CN=C1)=O)C#N ((2S,4S)-4-fluoro-1-({[(1R,3S)-3-(1H-1,2,4-triazol-1-ylmethyl)-cyclopentyl]amino}acetyl)pyrrolidine-2-carbonitrile mesylate salt), CO (methanol). Solvent: C(C)(=O)OCC (ethyl acetate). Reaction conditions: temperature 27.5 celsius. The product is S(C)(=O)(=O)O.FC1CC2N(C(CN(C2=N)C2CC(CC2)CN2N=CN=C2)=O)C1 (7-fluoro-1-imino-2-[3-(1H-1,2,4-triazol-1-ylmethyl)cyclopentyl] hexahydropyrrolo[1,2-a]pyrazin-4(1H)-one mesylate). RXN SMILES: [S:1]([OH:5])(=[O:4])(=[O:3])[CH3:2].[F:6][C@@H:7]1[CH2:11][N:10]([C:12](=[O:26])[CH2:13][NH:14][C@@H:15]2[CH2:19][CH2:18][C@H:17]([CH2:20][N:21]3[CH:25]=[N:24][CH:23]=[N:22]3)[CH2:16]2)[C@H:9]([C:27]#[N:28])[CH2:8]1.CO>C(OCC)(=O)C>[S:1]([OH:5])(=[O:4])(=[O:3])[CH3:2].[F:6][CH:7]1[CH2:11][N:10]2[C:12](=[O:26])[CH2:13][N:14]([CH:15]3[CH2:19][CH2:18][CH:17]([CH2:20][N:21]4[CH:25]=[N:24][CH:23]=[N:22]4)[CH2:16]3)[C:27](=[NH:28])[CH:9]2[CH2:8]1 |f:0.1,4.5|. Reported procedure: (2S,4S)-4-fluoro-1-({[(1R,3S)-3-(1H-1,2,4-triazol-1-ylmethyl)-cyclopentyl]amino}acetyl)pyrrolidine-2-carbonitrile mesylate salt was melted at 150-160° C. for 3 to 4 h and the residue was cooled to 25-30° C. To this, a mixture of methanol (100 ml, 2 vol.) and ethyl acetate (250 ml, 5 vol.) was added and heated at 50-55° C. The reaction mixture on cooling to 25-30° C. precipitates 7-fluoro-1-imino-2-[(3S,1R)-3-(1H-1,2,4-triazol-1-ylmethyl)cyclopentyl]-perhydroazolo[1,2-a]pyrazin-4-one mesylate. 1H... Starting materials: CC(C)(C)OC(=O)NC(CCCNC(=O)OCC1c2ccccc2-c2ccccc21)C(=O)O, ClCCl, O=S(=O)(Cl)c1ccc(Cl)cc1, O=C(O)C(F)(F)F, O=C([O-])C(F)(F)F. Yields the product O=C(NCCCC(NS(=O)(=O)c1ccc(Cl)cc1)C(=O)O)OCC1c2ccccc2-c2ccccc21. RXN SMILES: [C:1]([O:2][C:3](=[O:4])[NH:8][CH:9]([CH2:10][CH2:11][CH2:12][NH:13][C:14](=[O:15])[O:16][CH2:17][CH:18]1[c:19]2[cH:20][cH:21][cH:22][cH:23][c:24]2-[c:25]2[cH:26][cH:27][cH:28][cH:29][c:30]21)[C:31](=[O:32])[OH:33])([CH3:5])([CH3:6])[CH3:7].[Cl:41][CH2:42][Cl:43].[Cl:51][c:52]1[cH:53][cH:54][c:55]([S:58](=[O:59])(=[O:60])[Cl:61])[cH:56][cH:57]1.[F:34][C:35]([F:36])([F:37])[C:38]([OH:39])=[O:40].[O-:44][C:45]([C:46]([F:47])([F:48])[F:49])=[O:50]>>[NH:8]([CH:9]([CH2:10][CH2:11][CH2:12][NH:13][C:14](=[O:15])[O:16][CH2:17][CH:18]1[c:19]2[cH:20][cH:21][cH:22][cH:23][c:24]2-[c:25]2[cH:26][cH:27][cH:28][cH:29][c:30]21)[C:31](=[O:32])[OH:33])[S:58]([c:55]1[cH:54][cH:53][c:52]([Cl:51])[cH:57][cH:56]1)(=[O:59])=[O:60]. Yields the product O=C(OCc1ccccc1)C1CCOCC1. As a reaction SMILES: [O:1]1[CH2:2][CH2:3][CH:4]([C:7](=[O:8])[OH:9])[CH2:5][CH2:6]1.[O:22]1[CH2:23][CH2:24][CH2:25][CH2:26]1.[OH:14][CH2:15][c:16]1[cH:17][cH:18][cH:19][cH:20][cH:21]1.[S:10]([Cl:11])([Cl:12])=[O:13]>>[O:1]1[CH2:2][CH2:3][CH:4]([C:7](=[O:8])[O:9][CH2:15][c:16]2[cH:17][cH:18][cH:19][cH:20][cH:21]2)[CH2:5][CH2:6]1. Starting materials: O=C(O)C1CCOCC1, C1CCOC1, OCc1ccccc1, O=S(Cl)Cl.